This data is from the Open Reaction Database (ORD), a public repository of structured organic reaction records. The task is: describe an organic reaction: reactants, conditions, products, and yield Starting materials: COC(C1CCN(CC1)C(=O)OC(C)(C)C)=O (N-t-Butoxycarbonyl isonipecotic acid methyl ester), C[Si](C)(C)[N-][Si](C)(C)C.[Na+] (sodium bis(trimethylsilyl)amide), CC=1C=C(C(=O)Cl)C=CC1 (3-methylbenzoyl chloride), resultant mixture. Run in C1CCOC1 (THF), C(C)(=O)OCC (ethyl acetate). Run at time 8 hour. Yields the product C(C)(C)(C)OC(=O)N1CCC(CC1)(C(=O)OC)C(C1=CC(=CC=C1)C)=O (Methyl N-tert-butoxycarbonyl-4-(3-methylbenzoyl)piperidine-4-carboxylate). As a reaction SMILES: [CH3:1][O:2][C:3](=[O:17])[CH:4]1[CH2:9][CH2:8][N:7]([C:10]([O:12][C:13]([CH3:16])([CH3:15])[CH3:14])=[O:11])[CH2:6][CH2:5]1.C[Si]([N-][Si](C)(C)C)(C)C.[Na+].[CH3:28][C:29]1[CH:30]=[C:31]([CH:35]=[CH:36][CH:37]=1)[C:32](Cl)=[O:33]>C1COCC1.C(OCC)(=O)C>[C:13]([O:12][C:10]([N:7]1[CH2:8][CH2:9][C:4]([C:32](=[O:33])[C:31]2[CH:35]=[CH:36][CH:37]=[C:29]([CH3:28])[CH:30]=2)([C:3]([O:2][CH3:1])=[O:17])[CH2:5][CH2:6]1)=[O:11])([CH3:14])([CH3:16])[CH3:15] |f:1.2|. Procedure details: To a cold (−78° C.) solution of methyl N-tert-butoxycarbonyl-piperidine-4-carboxylate (0.25 g, 1.03 mmol; Example 3, Step B) in anhydrous THF (10 mL), a solution of sodium bis(trimethylsilyl)amide (1.2 mL, 1M, 1.2 mmol) was added over a period of 5 min. The resultant mixture was stirred at −78° C. for 1 h., and 3-methylbenzoyl chloride (135 μL, 1.02 mmol) was added. The reacting mixture was allowed to warm up to room temp. and stirred overnight. The product mixture was diluted with ethyl acetate... Reactants: BrCCn1cccc1, Nc1ncnc2[nH]c(Sc3ccc4c(c3)OCO4)nc12. Yields the product Nc1ncnc2c1nc(Sc1ccc3c(c1)OCO3)n2CCn1cccc1. Reaction SMILES: [Br:21][CH2:22][CH2:23][n:24]1[cH:25][cH:26][cH:27][cH:28]1.[O:1]1[CH2:2][O:3][c:4]2[c:5]1[cH:6][cH:7][c:8]([S:10][c:11]1[nH:12][c:13]3[n:14][cH:15][n:16][c:17]([NH2:20])[c:18]3[n:19]1)[cH:9]2>>[O:1]1[CH2:2][O:3][c:4]2[c:5]1[cH:6][cH:7][c:8]([S:10][c:11]1[n:12]([CH2:22][CH2:23][n:24]3[cH:25][cH:26][cH:27][cH:28]3)[c:13]3[n:14][cH:15][n:16][c:17]([NH2:20])[c:18]3[n:19]1)[cH:9]2. The product is N[C@H]1CCCCC\C=C/[C@H]2[C@](NC([C@H]3N(C1=O)C[C@@H](C3)OC=3N=C1C=C(C=CC1=C1C=CC=CC31)F)=O)(C2)C(=O)NS(=O)(=O)C2(CC2)C ((2R,6S,13aS,14aR,16aS,Z)-6-amino-2-(3-fluorophenanthridin-6-yloxy)-N-(1-methylcyclopropylsulfonyl)-5,16-dioxo-1,2,3,5,6,7,8,9,10,11,13a,14,14a,15,16,16a-hexadecahydrocyclopropa[e]pyrrolo[1,2-a][1,4]diazacyclopentadecine-14a-carboxamide). Reported procedure: A solution of the product of Example 1h (tert-butyl (2R,6S,13aS,14aR,16aS,Z)-2-(3-fluorophenanthridin-6-yloxy)-14a-(1-methylcyclopropylsulfonylcarbamoyl)-5,16-dioxo-1,2,3,5,6,7,8,9,10,11,13a,14,14a,15,16,16a-hexadecahydrocyclopropa[e]pyrrolo[1,2-a][1,4]diazacyclopentadecin-6-ylcarbamate, 16.0 g, 20.6 mmol) in dichloromethane (100 mL) and 4 N HCl in dioxane (100 mL) was stirred at room temperature for 90 min and then evaporated under reduced pressure. The residue was partitioned between ethyl ace... Solvent: ClCCl (dichloromethane), Cl (HCl), O1CCOCC1 (dioxane). Yield: 87.4%. RXN SMILES: [F:1][C:2]1[CH:3]=[CH:4][C:5]2[C:14]([CH:15]=1)=[N:13][C:12]([O:16][C@H:17]1[CH2:55][N:20]3[C:21](=[O:54])[C@@H:22]([NH:46]C(=O)OC(C)(C)C)[CH2:23][CH2:24][CH2:25][CH2:26][CH2:27][CH:28]=[CH:29][C@@H:30]4[CH2:35][C@@:31]4([C:36](=[O:45])[NH:37][S:38]([C:41]4([CH3:44])[CH2:43][CH2:42]4)(=[O:40])=[O:39])[NH:32][C:33](=[O:34])[C@@H:19]3[CH2:18]1)=[C:11]1[C:6]=2[CH:7]=[CH:8][CH:9]=[CH:10]1>ClCCl.Cl.O1CCOCC1>[NH2:46][C@@H:22]1[C:21](=[O:54])[N:20]2[CH2:55][C@H:17]([O:16][C:12]3[N:13]=[C:14]4[C:5](=[C:6]5[C:11]=3[CH:10]=[CH:9][CH:8]=[CH:7]5)[CH:4]=[CH:3][C:2]([F:1])=[CH:15]4)[CH2:18][C@H:19]2[C:33](=[O:34])[NH:32][C@:31]2([C:36]([NH:37][S:38]([C:41]3([CH3:44])[CH2:42][CH2:43]3)(=[O:39])=[O:40])=[O:45])[CH2:35][C@H:30]2[CH:29]=[CH:28][CH2:27][CH2:26][CH2:25][CH2:24][CH2:23]1. Reactants: FC=1C=CC2=C3C=CC=CC3=C(N=C2C1)O[C@@H]1C[C@@H]2N(C([C@H](CCCCC\C=C/[C@H]3[C@](NC2=O)(C3)C(NS(=O)(=O)C3(CC3)C)=O)NC(OC(C)(C)C)=O)=O)C1 (tert-butyl (2R,6S,13aS,14aR,16aS,Z)-2-(3-fluorophenanthridin-6-yloxy)-14a-(1-methylcyclopropylsulfonylcarbamoyl)-5,16-dioxo-1,2,3,5,6,7,8,9,10,11,13a,14,14a,15,16,16a-hexadecahydrocyclopropa[e]pyrrolo[1,2-a][1,4]diazacyclopentadecin-6-ylcarbamate).